From a dataset of the Open Reaction Database (ORD), a public repository of structured organic reaction records. describe an organic reaction: reactants, conditions, products, and yield Starting materials: ClCC(=O)N1C(CCC1C1=C(C=CC=C1)O)C(=O)O (1-(Chloroacetyl)-5-(2-hydroxyphenyl)-2-pyrrolidinecarboxylic acid), NC(C(=O)O)CCC1=CC=CC=C1 (2-amino-4-phenylbutanoic acid), Cl (hydrochloric acid). Solvent: [OH-].[Na+] (sodium hydroxide). Reaction conditions: time 8 hour. Product: C(=O)(O)C(CCC1=CC=CC=C1)NCC(=O)N1C(CCC1C1=C(C=CC=C1)O)C(=O)O (1-[[(1-Carboxy-3-phenylpropyl)amino]acetyl]-5-(2-hydroxyphenyl)-2-pyrrolidinecarboxylic acid). Yield: 23.8%. Reaction SMILES: Cl[CH2:2][C:3]([N:5]1[CH:9]([C:10]2[CH:15]=[CH:14][CH:13]=[CH:12][C:11]=2[OH:16])[CH2:8][CH2:7][CH:6]1[C:17]([OH:19])=[O:18])=[O:4].[NH2:20][CH:21]([CH2:25][CH2:26][C:27]1[CH:32]=[CH:31][CH:30]=[CH:29][CH:28]=1)[C:22]([OH:24])=[O:23].Cl>[OH-].[Na+]>[C:22]([CH:21]([NH:20][CH2:2][C:3]([N:5]1[CH:9]([C:10]2[CH:15]=[CH:14][CH:13]=[CH:12][C:11]=2[OH:16])[CH2:8][CH2:7][CH:6]1[C:17]([OH:19])=[O:18])=[O:4])[CH2:25][CH2:26][C:27]1[CH:32]=[CH:31][CH:30]=[CH:29][CH:28]=1)([OH:24])=[O:23] |f:3.4|. Procedure details: 1-(Chloroacetyl)-5-(2-hydroxyphenyl)-2-pyrrolidinecarboxylic acid [mp 204°-206° C.(dec.), [α]D24 +24.5° (c=1.2, MeOH)] (2.8 g) was added to a stirred solution of 2-amino-4-phenylbutanoic acid (1.8 g) in N sodium hydroxide (40 ml). The reaction mixture was stirred overnight at room temperature. The solution was adjusted to pH 1.5 by 20% hydrochloric acid, and washed with ethyl acetate. The aqueous layer was adjusted to pH 3.0, and the separated solid was collected by filtration to give 1.0 g (24%...